This data is from the Open Reaction Database (ORD), a public repository of structured organic reaction records. The task is: describe an organic reaction: reactants, conditions, products, and yield Starting materials: BrC=1C=C2C(=C(C=NC2=CC1)C(=O)C1CC1)NC=1C=CC(=NC1)N1CCN(CC1)C(=O)OC(C)(C)C (tert-butyl 4-{5-[6-bromo-3-(cyclopropanecarbonyl)quinolin-4-ylamino]pyridin-2-yl}piperazine-1-carboxylate), ClC1=C(C(=CC(=C1)B1OC(C(O1)(C)C)(C)C)Cl)O (2,6-dichloro-4-(4,4,5,5-tetramethyl-1,3,2-dioxaborolan-2-yl)phenol). The product is C1(CC1)C(=O)C=1C=NC2=CC=C(C=C2C1NC=1C=CC(=NC1)N1CCN(CC1)C(=O)OC(C)(C)C)C1=CC(=C(C(=C1)Cl)O)Cl (tert-Butyl 4-{5-[3-(cyclopropanecarbonyl)-6-(3,5-dichloro-4-hydroxyphenyl)quinolin-4-ylamino]pyridin-2-yl}piperazine-1-carboxylate). Yield: 100.2%. Reaction SMILES: Br[C:2]1[CH:3]=[C:4]2[C:9](=[CH:10][CH:11]=1)[N:8]=[CH:7][C:6]([C:12]([CH:14]1[CH2:16][CH2:15]1)=[O:13])=[C:5]2[NH:17][C:18]1[CH:19]=[CH:20][C:21]([N:24]2[CH2:29][CH2:28][N:27]([C:30]([O:32][C:33]([CH3:36])([CH3:35])[CH3:34])=[O:31])[CH2:26][CH2:25]2)=[N:22][CH:23]=1.[Cl:37][C:38]1[CH:43]=[C:42](B2OC(C)(C)C(C)(C)O2)[CH:41]=[C:40]([Cl:53])[C:39]=1[OH:54]>>[CH:14]1([C:12]([C:6]2[CH:7]=[N:8][C:9]3[C:4]([C:5]=2[NH:17][C:18]2[CH:19]=[CH:20][C:21]([N:24]4[CH2:29][CH2:28][N:27]([C:30]([O:32][C:33]([CH3:34])([CH3:35])[CH3:36])=[O:31])[CH2:26][CH2:25]4)=[N:22][CH:23]=2)=[CH:3][C:2]([C:42]2[CH:43]=[C:38]([Cl:37])[C:39]([OH:54])=[C:40]([Cl:53])[CH:41]=2)=[CH:11][CH:10]=3)=[O:13])[CH2:15][CH2:16]1. Reported procedure: Following general procedure F, tert-butyl 4-{5-[6-bromo-3-(cyclopropanecarbonyl)quinolin-4-ylamino]pyridin-2-yl}piperazine-1-carboxylate (65 mg, 0.118 mmol) was reacted with 2,6-dichloro-4-(4,4,5,5-tetramethyl-1,3,2-dioxaborolan-2-yl)phenol (51 mg, 0.177 mmol) to afford the crude product (75 mg) as an orange solid: ESI MS m/z 634 [C33H33C12N5O4+H]+.